From a dataset of the Open Reaction Database (ORD), a public repository of structured organic reaction records. describe an organic reaction: reactants, conditions, products, and yield The reactants are CCOC(C)=O, ClCCl, [Na+], [Na+], CC(C)(C)OC(=O)N1CCC(c2ccccc2CO)CC1, O=S([O-])([O-])=S. The product is CC(C)(C)OC(=O)N1CCC(c2ccccc2C=O)CC1. RXN SMILES: [CH3:32][CH2:33][O:34][C:35]([CH3:36])=[O:37].[Cl:29][CH2:30][Cl:31].[Na+:27].[Na+:28].[OH:1][CH2:2][c:3]1[c:4]([CH:9]2[CH2:10][CH2:11][N:12]([C:15](=[O:16])[O:17][C:18]([CH3:19])([CH3:20])[CH3:21])[CH2:13][CH2:14]2)[cH:5][cH:6][cH:7][cH:8]1.[S:22]([O-:23])([O-:24])(=[O:25])=[S:26]>>[O:1]=[CH:2][c:3]1[c:4]([CH:9]2[CH2:10][CH2:11][N:12]([C:15](=[O:16])[O:17][C:18]([CH3:19])([CH3:20])[CH3:21])[CH2:13][CH2:14]2)[cH:5][cH:6][cH:7][cH:8]1.